Dataset: the Open Reaction Database (ORD), a public repository of structured organic reaction records. Task: describe an organic reaction: reactants, conditions, products, and yield Starting materials: C(C1=CC=CC=C1)OC=1C=C(C=CC1)CC#N (3-benzyloxyphenylacetonitrile), [H-].[H-].[H-].[H-].[Li+].[Al+3] (LiAlH4). The solvent is C1CCOC1 (THF). Run at time 30 minute. The product is C1(=CC=CC=C1)COC=1C=C(C=CC1)CCN (2-[3-(Phenylmethoxy)phenyl]ethylamine). Yield: 50.0%. Reaction SMILES: [CH2:1]([O:8][C:9]1[CH:10]=[C:11]([CH2:15][C:16]#[N:17])[CH:12]=[CH:13][CH:14]=1)[C:2]1[CH:7]=[CH:6][CH:5]=[CH:4][CH:3]=1.[H-].[H-].[H-].[H-].[Li+].[Al+3]>C1COCC1>[C:2]1([CH2:1][O:8][C:9]2[CH:10]=[C:11]([CH2:15][CH2:16][NH2:17])[CH:12]=[CH:13][CH:14]=2)[CH:3]=[CH:4][CH:5]=[CH:6][CH:7]=1 |f:1.2.3.4.5.6|. Procedure: A solution of 3-benzyloxyphenylacetonitrile (11.50 g, 51.50 mmol) in 100 mL of THF at 0° C. was treated with LiAlH4 (3.90 g, 103 mmol) in several portions over 20 minutes. The reaction mixture was warmed to room temperature and stirred for 30 minutes then it was heated at reflux for 6 h. The suspension was cooled to room temperature and quenched by the slow addition of Na2SO4.10H2O (25 g). The resulting mixture was diluted with 200 mL of CH2Cl2. The organic layer was separated and the remaining ... Starting materials: FC(=C(F)F)F (tetrafluoroethylene), ice water, N1=C(C=CC=C1)S (2-pyridinethiol), 1-oxide, C(C)(C)NC(C)C (diisopropylamine). Solvent: CN(C=O)C (dimethylformamide). Run at temperature 50 celsius. Product: FC(C(F)F)(SC1=NC=CC=C1)F (2-(1,1,2,2-tetrafluoroethylthio)pyridine). Yield: 296.6%. As a reaction SMILES: [N:1]1[CH:6]=[CH:5][CH:4]=[CH:3][C:2]=1[SH:7].C(NC(C)C)(C)C.[F:15][C:16]([F:20])=[C:17]([F:19])[F:18]>CN(C)C=O>[F:15][C:16]([F:20])([S:7][C:2]1[CH:3]=[CH:4][CH:5]=[CH:6][N:1]=1)[CH:17]([F:19])[F:18]. Procedure details: A mixture of 42 grams of 2-pyridinethiol, 1-oxide, 150 ml of dimethylformamide and 36 grams of diisopropylamine in a stainless steel pressure vessel was pressurized with 4.95 grams of tetrafluoroethylene at -20° C. and heated to 50° C. for 6 hours with rocking. After cooling to ambient temperature, the pressure vessel was vented and the resulting reaction solution was poured into 300 ml of ice water. The aqueous reaction mixture was extracted four times, using 300 ml of diethyl ether each time. ... Reactants: C(C)OC=1C=C(C=NC1OCC1=CC=C(C=C1)OC)C1=CC(=C(C=C1)CC(=O)O)F (2-(4-(5-ethoxy-6-((4-methoxybenzyl)oxy)pyridin-3-yl)-2-fluorophenyl)acetic acid). The reagents and catalysts are [Pd] (Pd/C). Solvent: CO (MeOH), CO (MeOH). Run at temperature 26 celsius, time 2 hour. Product: C(C)OC1=CC(=CNC1=O)C1=CC(=C(C=C1)CC(=O)O)F (2-(4-(5-ethoxy-6-oxo-1,6-dihydropyridin-3-yl)-2-fluorophenyl)acetic acid). Isolated yield 94.2%. As a reaction SMILES: [CH2:1]([O:3][C:4]1[CH:5]=[C:6]([C:20]2[CH:25]=[CH:24][C:23]([CH2:26][C:27]([OH:29])=[O:28])=[C:22]([F:30])[CH:21]=2)[CH:7]=[N:8][C:9]=1[O:10]CC1C=CC(OC)=CC=1)[CH3:2]>CO.[Pd]>[CH2:1]([O:3][C:4]1[C:9](=[O:10])[NH:8][CH:7]=[C:6]([C:20]2[CH:25]=[CH:24][C:23]([CH2:26][C:27]([OH:29])=[O:28])=[C:22]([F:30])[CH:21]=2)[CH:5]=1)[CH3:2]. Reported procedure: A suspension of 2-(4-(5-ethoxy-6-((4-methoxybenzyl)oxy)pyridin-3-yl)-2-fluorophenyl)acetic acid (120 mg, 0.292 mmol) in MeOH (10 mL) was added to a solution of Pd/C (31.0 mg, 0.292 mmol) in MeOH (10 mL). The mixture was stirred under a H2 atmosphere at 26° C. for 2 h. Then the solution was filtered and concentrated. The crude material was purified by preparative HPLC (MeCN/H2O as eluants, acidic condition) to yield a light yellow solid of 2-(4-(5-ethoxy-6-oxo-1,6-dihydropyridin-3-yl)-2-fluorophe... Starting materials: C(#N)C1=CC=C(CN2C=CC3=CC=CC(=C23)C(=O)OC)C=C1 (methyl 1-(4-cyanobenzyl)-1H-indole-7-carboxylate), C(N)(=O)C1=CC=C(CN2C=CC3=CC=CC(=C23)C(=O)O)C=C1 (1-(4-carbamoylbenzyl)-1H-indole-7-carboxylic acid), Cl.N[C@@H](C)C1=CC=C(C(=O)OC)C=C1 (methyl (S)-4-[1-aminoethyl]benzoate hydrochloride), C=1C=CC2=C(C1)N=NN2O (HOBt), [OH-].[Na+] (sodium hydroxide), N1C=CC2=CC=CC(=C12)C(=O)OC (methyl 1H-indole-7-carboxylate), CCN=C=NCCCN(C)C.Cl (EDCI.HCl), CC(C)([O-])C.[K+] (potassium tert-butoxide), BrCC1=CC=C(C#N)C=C1 (4-(bromomethyl)benzonitrile). The solvent is CO (methanol), C1CCOC1 (THF), CN(C)C=O (DMF), O (Water), O (Water), CN(C)C=O (DMF). Conditions: time 5 minute. Product: C(N)(=O)C1=CC=C(CN2C=CC3=CC=CC(=C23)C(=O)N[C@@H](C)C2=CC=C(C(=O)OC)C=C2)C=C1 (methyl (S)-4-[1-({[1-(4-carbamoylbenzyl)-1H-indol-7-yl]carbonyl}amino)ethyl]benzoate). Isolated yield 54.7%. RXN SMILES: [NH:1]1[C:9]2[C:4](=[CH:5][CH:6]=[CH:7][C:8]=2[C:10]([O:12]C)=O)[CH:3]=[CH:2]1.CC(C)([O-:17])C.[K+].Br[CH2:21][C:22]1[CH:29]=[CH:28][C:25]([C:26]#[N:27])=[CH:24][CH:23]=1.C(C1C=CC(CN2C3C(=CC=CC=3C(OC)=O)C=C2)=CC=1)#N.[OH-].[Na+].C(C1C=CC(CN2C3C(=CC=CC=3C(O)=O)C=C2)=CC=1)(=O)N.Cl.[NH2:77][C@H:78]([C:80]1[CH:89]=[CH:88][C:83]([C:84]([O:86][CH3:87])=[O:85])=[CH:82][CH:81]=1)[CH3:79].C1C=CC2N(O)N=NC=2C=1.CCN=C=NCCCN(C)C.Cl>CN(C=O)C.O.CO.C1COCC1>[C:26]([C:25]1[CH:28]=[CH:29][C:22]([CH2:21][N:1]2[C:9]3[C:4](=[CH:5][CH:6]=[CH:7][C:8]=3[C:10]([NH:77][C@H:78]([C:80]3[CH:89]=[CH:88][C:83]([C:84]([O:86][CH3:87])=[O:85])=[CH:82][CH:81]=3)[CH3:79])=[O:12])[CH:3]=[CH:2]2)=[CH:23][CH:24]=1)(=[O:17])[NH2:27] |f:1.2,5.6,8.9,11.12|. Procedure: To a mixture of methyl 1H-indole-7-carboxylate (100 mg) and DMF (1 mL) was added potassium tert-butoxide (75 mg) at room temperature, followed by stirring for 5 minutes. To the reaction mixture was added 4-(bromomethyl)benzonitrile (131 mg), followed by stirring at room temperature for 2 hours. Water was added thereto, followed by extraction with ethyl acetate. The organic layer was washed with water and saturated brine in this order, and dried over anhydrous sodium sulfate, and then the solvent... Reactants: CCO, CCOC(=O)c1ccc(Cl)nc1. The product is OCc1ccc(Cl)nc1. As a reaction SMILES: [CH3:13][CH2:14][OH:15].[Cl:1][c:2]1[n:3][cH:4][c:5]([C:6](=[O:7])[O:8][CH2:9][CH3:10])[cH:11][cH:12]1>>[Cl:1][c:2]1[n:3][cH:4][c:5]([CH2:6][OH:7])[cH:11][cH:12]1. The reactants are O=C([O-])[O-], Cc1ccccc1, CCO, [Cs+], [Cs+], O=C(O)c1cc(I)cc([N+](=O)[O-])c1, [Na+], [OH-], O, Cc1ccc(B(O)O)cc1, c1ccc(P(c2ccccc2)(c2ccccc2)[Pd](P(c2ccccc2)(c2ccccc2)c2ccccc2)(P(c2ccccc2)(c2ccccc2)c2ccccc2)P(c2ccccc2)(c2ccccc2)c2ccccc2)cc1. The product is Cc1ccc(-c2cc(C(=O)O)cc([N+](=O)[O-])c2)cc1. As a reaction SMILES: [C:24](=[O:25])([O-:26])[O-:27].[CH3:32][c:33]1[cH:34][cH:35][cH:36][cH:37][cH:38]1.[CH3:39][CH2:40][OH:41].[Cs+:28].[Cs+:29].[I:1][c:2]1[cH:3][c:4]([C:5](=[O:6])[OH:7])[cH:8][c:9]([N+:11](=[O:12])[O-:13])[cH:10]1.[Na+:31].[OH-:30].[OH2:42].[c:14]1([CH3:23])[cH:15][cH:16][c:17]([B:20]([OH:21])[OH:22])[cH:18][cH:19]1.[cH:43]1[cH:44][cH:45][c:46]([P:47]([Pd:48]([P:49]([c:50]2[cH:51][cH:52][cH:53][cH:54][cH:55]2)([c:56]2[cH:57][cH:58][cH:59][cH:60][cH:61]2)[c:62]2[cH:63][cH:64][cH:65][cH:66][cH:67]2)([P:68]([c:69]2[cH:70][cH:71][cH:72][cH:73][cH:74]2)([c:75]2[cH:76][cH:77][cH:78][cH:79][cH:80]2)[c:81]2[cH:82][cH:83][cH:84][cH:85][cH:86]2)[P:87]([c:88]2[cH:89][cH:90][cH:91][cH:92][cH:93]2)([c:94]2[cH:95][cH:96][cH:97][cH:98][cH:99]2)[c:100]2[cH:101][cH:102][cH:103][cH:104][cH:105]2)([c:106]2[cH:107][cH:108][cH:109][cH:110][cH:111]2)[c:112]2[cH:113][cH:114][cH:115][cH:116][cH:117]2)[cH:118][cH:119]1>>[c:2]1(-[c:17]2[cH:16][cH:15][c:14]([CH3:23])[cH:19][cH:18]2)[cH:3][c:4]([C:5](=[O:6])[OH:7])[cH:8][c:9]([N+:11](=[O:12])[O-:13])[cH:10]1.